Dataset: the Open Reaction Database (ORD), a public repository of structured organic reaction records. Task: describe an organic reaction: reactants, conditions, products, and yield Starting materials: CC(N)C(=O)O, N#C[Na], O=CCCc1ccccc1. As a reaction SMILES: [CH3:1][CH:2]([NH2:3])[C:4]([OH:5])=[O:6].[Na:17][C:18]#[N:19].[c:7]1([CH2:13][CH2:14][CH:15]=[O:16])[cH:8][cH:9][cH:10][cH:11][cH:12]1>>[CH3:1][CH:2]([NH:3][CH:15]([CH2:14][CH2:13][c:7]1[cH:8][cH:9][cH:10][cH:11][cH:12]1)[C:18]#[N:19])[C:4]([OH:5])=[O:6]. The product is CC(NC(C#N)CCc1ccccc1)C(=O)O. The reactants are COCCBr, COc1cc2c(OC(C)C)nc(Nc3cc(C)[nH]n3)cc2cc1O. Yields the product COCCOc1cc2cc(Nc3cc(C)[nH]n3)nc(OC(C)C)c2cc1OC. RXN SMILES: [CH3:25][O:26][CH2:27][CH2:28][Br:29].[CH:1]([CH3:2])([CH3:3])[O:4][c:5]1[n:6][c:7]([NH:18][c:19]2[n:20][nH:21][c:22]([CH3:24])[cH:23]2)[cH:8][c:9]2[cH:10][c:11]([OH:17])[c:12]([O:15][CH3:16])[cH:13][c:14]12>>[CH:1]([CH3:2])([CH3:3])[O:4][c:5]1[n:6][c:7]([NH:18][c:19]2[n:20][nH:21][c:22]([CH3:24])[cH:23]2)[cH:8][c:9]2[cH:10][c:11]([O:17][CH2:28][CH2:27][O:26][CH3:25])[c:12]([O:15][CH3:16])[cH:13][c:14]12. Reactants: [H][H] (hydrogen), CC1=C(C(=O)NC=2C=NC=NC2)C=C(C=C1)[N+](=O)[O-] (2-methyl-5-nitro-N-(pyrimidin-5-yl)benzamide), 2L, CCOC(=O)C (EtOAc). Reagents/catalysts: [Pd] (Palladium). Solvent: CO (methanol). Product: NC=1C=CC(=C(C(=O)NC=2C=NC=NC2)C1)C (5-amino-2-methyl-N-(pyrimidin-5-yl)benzamide). Reaction SMILES: CCOC(C)=O.[CH3:7][C:8]1[CH:22]=[CH:21][C:20]([N+:23]([O-])=O)=[CH:19][C:9]=1[C:10]([NH:12][C:13]1[CH:14]=[N:15][CH:16]=[N:17][CH:18]=1)=[O:11].[H][H]>CO.[Pd]>[NH2:23][C:20]1[CH:21]=[CH:22][C:8]([CH3:7])=[C:9]([CH:19]=1)[C:10]([NH:12][C:13]1[CH:18]=[N:17][CH:16]=[N:15][CH:14]=1)=[O:11]. Procedure details: A 2L high-pressure vessel was charged with Palladium 10% on carbon wet (50% water) and EtOAc (50 mL). 2-methyl-5-nitro-N-(pyrimidin-5-yl)benzamide 45 (18.79 g) was dissolved in methanol (400 mL) and added to the previous mixture. The reaction vessel was pressurized to 30 psi of H2 and mechanically stirred until the hydrogen intake stopped. The reduction of the nitro group was complete by LCMS and the mixture was filtered off through paper and glass paper. The crude 5-amino-2-methyl-N-(pyrimidin-... Starting materials: C1(CC1)NC1=C(C=C(C(=O)O)C=C1)S(N)(=O)=O (4-Cyclopropylamino-3-sulphamoylbenzoic acid), CO (methanol). Run in S(O)(O)(=O)=O (sulphuric acid). Product: C1(CC1)NC1=C(C=C(C(=O)OC)C=C1)S(N)(=O)=O (methyl 4-cyclopropylamino-3-sulphamoylbenzoate). As a reaction SMILES: [CH:1]1([NH:4][C:5]2[CH:13]=[CH:12][C:8]([C:9]([OH:11])=[O:10])=[CH:7][C:6]=2[S:14](=[O:17])(=[O:16])[NH2:15])[CH2:3][CH2:2]1.[CH3:18]O>S(=O)(=O)(O)O>[CH:1]1([NH:4][C:5]2[CH:13]=[CH:12][C:8]([C:9]([O:11][CH3:18])=[O:10])=[CH:7][C:6]=2[S:14](=[O:17])(=[O:16])[NH2:15])[CH2:2][CH2:3]1. Reported procedure: 4-Cyclopropylamino-3-sulphamoylbenzoic acid (3.9 mmol), prepared according to the process described in Step B of Example 1 starting from the compound obtained in the Step above, is then dissolved in sulphuric acid (0.5 mL) and methanol (10 mL), and the mixture is heated at reflux for 4 hours. The solvent is then removed by distillation under reduced pressure and the residue is suspended in water (20 mL). The precipitate obtained is collected by filtration, washed with water and dried to yield th... Reactants: C#CCNC(=O)CBr, [K+], [K+], C#CCn1ccnc1[N+](=O)[O-], O=C([O-])[O-], CN(C)C=O, O. Yields the product C#CCNC(=O)Cn1ccnc1[N+](=O)[O-]. RXN SMILES: [Br:1][CH2:2][C:3](=[O:4])[NH:5][CH2:6][C:7]#[CH:8].[K+:20].[K+:21].[N+:9](=[O:10])([O-:11])[c:12]1[n:13]([CH2:17][C:18]#[CH:19])[cH:14][cH:15][n:16]1.[O-:22][C:23]([O-:24])=[O:25].[O:26]=[CH:27][N:28]([CH3:29])[CH3:30].[OH2:31]>>[CH2:2]([C:3](=[O:4])[NH:5][CH2:6][C:7]#[CH:8])[n:13]1[c:12]([N+:9](=[O:10])[O-:11])[n:16][cH:15][cH:14]1. Reactants: [I-].[K+] (Potassium iodide), CN1C(N(C(C=2C1=CNC2C=2SC=C(N2)C)=O)C)=O (1,3-dimethyl-5-(4-methylthiazol-2-yl)-1H-pyrrolo[3,4-d]pyrimidine-2,4(3H,6H)-dione), ClCC(COCC1=CC=C(C=C1)OC)SC(C1=CC=CC=C1)(C1=CC=CC=C1)C1=CC=CC=C1 ((1-chloro-3-((4-methoxybenzyl)oxy)propan-2-yl)(trityl)sulfane), C([O-])([O-])=O.[Cs+].[Cs+] (cesium carbonate). Solvent: CC(=O)N(C)C (dimethylacetamide). Conditions: temperature 50 celsius, time 3 day. Yields the product COC1=CC=C(COCC(CN2C=C3N(C(N(C(C3=C2C=2SC=C(N2)C)=O)C)=O)C)SC(C2=CC=CC=C2)(C2=CC=CC=C2)C2=CC=CC=C2)C=C1 (6-(3-((4-Methoxybenzyl)oxy)-2-(tritylthio)propyl)-1,3-dimethyl-5-(4-methylthiazol-2-yl)-1H-pyrrolo[3,4-d]pyrimidine-2,4(3H,6H)-dione). Reaction SMILES: [I-].[K+].[CH3:3][N:4]1[C:9]2=[CH:10][NH:11][C:12]([C:13]3[S:14][CH:15]=[C:16]([CH3:18])[N:17]=3)=[C:8]2[C:7](=[O:19])[N:6]([CH3:20])[C:5]1=[O:21].Cl[CH2:23][CH:24]([S:36][C:37]([C:50]1[CH:55]=[CH:54][CH:53]=[CH:52][CH:51]=1)([C:44]1[CH:49]=[CH:48][CH:47]=[CH:46][CH:45]=1)[C:38]1[CH:43]=[CH:42][CH:41]=[CH:40][CH:39]=1)[CH2:25][O:26][CH2:27][C:28]1[CH:33]=[CH:32][C:31]([O:34][CH3:35])=[CH:30][CH:29]=1.C(=O)([O-])[O-].[Cs+].[Cs+]>CC(N(C)C)=O>[CH3:35][O:34][C:31]1[CH:30]=[CH:29][C:28]([CH2:27][O:26][CH2:25][CH:24]([S:36][C:37]([C:44]2[CH:45]=[CH:46][CH:47]=[CH:48][CH:49]=2)([C:50]2[CH:51]=[CH:52][CH:53]=[CH:54][CH:55]=2)[C:38]2[CH:43]=[CH:42][CH:41]=[CH:40][CH:39]=2)[CH2:23][N:11]2[C:12]([C:13]3[S:14][CH:15]=[C:16]([CH3:18])[N:17]=3)=[C:8]3[C:9]([N:4]([CH3:3])[C:5](=[O:21])[N:6]([CH3:20])[C:7]3=[O:19])=[CH:10]2)=[CH:33][CH:32]=1 |f:0.1,4.5.6|. Reported procedure: Potassium iodide (9.80 mg, 0.059 mmol) was added to a mixture of 1,3-dimethyl-5-(4-methylthiazol-2-yl)-1H-pyrrolo[3,4-d]pyrimidine-2,4(3H,6H)-dione (Intermediate Nd) (81 mg, 0.294 mmol), (1-chloro-3-((4-methoxybenzyl)oxy)propan-2-yl)(trityl)sulfane (158 mg, 0.323 mmol) and cesium carbonate (191 mg, 0.587 mmol) in dimethylacetamide (2 ml). The mixture was stirred at 50° C. for 3 days. The reaction mixture was partitioned between water (20 ml) and ethyl acetate (20 ml), the phases were separated a...